This data is from the Open Reaction Database (ORD), a public repository of structured organic reaction records. The task is: describe an organic reaction: reactants, conditions, products, and yield The reactants are [N+](=O)(O)[O-] (nitric acid), FC(C(=O)NC1=CC(=C(C=C1)C1N(CCC1)C(C(F)(F)F)=O)F)(F)F (2,2,2-trifluoro-N-(3-fluoro-4-(1-(trifluoroacetyl)pyrrolidin-2-yl)phenyl)acetamide). The solvent is O (Water). Conditions: time 1 hour. Yields the product FC(C(=O)NC1=C(C=C(C(=C1)F)C1N(CCC1)C(C(F)(F)F)=O)[N+](=O)[O-])(F)F (2,2,2-trifluoro-N-(5-fluoro-2-nitro-4-(1-(trifluoroacetyl)pyrrolidin-2-yl)phenyl)acetamide). Reaction SMILES: [N+:1]([O-:4])(O)=[O:2].[F:5][C:6]([F:29])([F:28])[C:7]([NH:9][C:10]1[CH:15]=[CH:14][C:13]([CH:16]2[CH2:20][CH2:19][CH2:18][N:17]2[C:21](=[O:26])[C:22]([F:25])([F:24])[F:23])=[C:12]([F:27])[CH:11]=1)=[O:8]>O>[F:29][C:6]([F:5])([F:28])[C:7]([NH:9][C:10]1[CH:11]=[C:12]([F:27])[C:13]([CH:16]2[CH2:20][CH2:19][CH2:18][N:17]2[C:21](=[O:26])[C:22]([F:23])([F:24])[F:25])=[CH:14][C:15]=1[N+:1]([O-:4])=[O:2])=[O:8]. Procedure details: 100 ml of fuming nitric acid was added to 28 g of 2,2,2-trifluoro-N-(3-fluoro-4-(1-(trifluoroacetyl)pyrrolidin-2-yl)phenyl)acetamide with cooling with ice, and the reaction liquid was stirred at room temperature for 1 hour. Water with ice was added to the reaction liquid to dilute it, then extracted with ethyl acetate, washed with saturated saline, and dried with anhydrous magnesium sulfate. The solvent was evaporated away under reduced pressure, and the resulting residue was purified through si... Reactants: BrC=1C(=NC=C(C(=O)NC2=CC=C(C=C2)OC(F)(F)F)C1)N1C[C@@H](CC1)O ((R)-5-Bromo-6-(3-hydroxypyrrolidin-1-yl)-N-(4-(trifluoromethoxy)phenyl)nicotinamide), ClC1=NC=C(C=C1F)B1OC(C(O1)(C)C)(C)C (2-chloro-3-fluoro-5-(4,4,5,5-tetramethyl-1,3,2-dioxaborolan-2-yl)pyridine), C(=O)(O)[O-].[Na+] (NaHCO3). The reagents and catalysts are Cl[Pd]([P](C1=CC=CC=C1)(C2=CC=CC=C2)C3=CC=CC=C3)([P](C4=CC=CC=C4)(C5=CC=CC=C5)C6=CC=CC=C6)Cl (Pd(PPh3)2Cl2). Solvent: CCOC(=O)C (EtOAc), COCCOC (DME). Run at temperature 95 celsius, time 2 hour. Yields the product ClC1=C(C=C(C=N1)C=1C(=NC=C(C1)C(=O)NC1=CC=C(C=C1)OC(F)(F)F)N1C[C@@H](CC1)O)F ((R)-6′-Chloro-5′-fluoro-2-(3-hydroxypyrrolidin-1-yl)-N-(4-(trifluoromethoxy)phenyl)-[3,3′-bipyridine]-5-carboxamide). Reaction SMILES: Br[C:2]1[C:3]([N:22]2[CH2:26][CH2:25][C@@H:24]([OH:27])[CH2:23]2)=[N:4][CH:5]=[C:6]([CH:21]=1)[C:7]([NH:9][C:10]1[CH:15]=[CH:14][C:13]([O:16][C:17]([F:20])([F:19])[F:18])=[CH:12][CH:11]=1)=[O:8].[Cl:28][C:29]1[C:34]([F:35])=[CH:33][C:32](B2OC(C)(C)C(C)(C)O2)=[CH:31][N:30]=1.C([O-])(O)=O.[Na+]>COCCOC.CCOC(C)=O.Cl[Pd](Cl)([P](C1C=CC=CC=1)(C1C=CC=CC=1)C1C=CC=CC=1)[P](C1C=CC=CC=1)(C1C=CC=CC=1)C1C=CC=CC=1>[Cl:28][C:29]1[N:30]=[CH:31][C:32]([C:2]2[C:3]([N:22]3[CH2:26][CH2:25][C@@H:24]([OH:27])[CH2:23]3)=[N:4][CH:5]=[C:6]([C:7]([NH:9][C:10]3[CH:11]=[CH:12][C:13]([O:16][C:17]([F:18])([F:20])[F:19])=[CH:14][CH:15]=3)=[O:8])[CH:21]=2)=[CH:33][C:34]=1[F:35] |f:2.3,^1:64,83|. Reported procedure: (R)-5-Bromo-6-(3-hydroxypyrrolidin-1-yl)-N-(4-(trifluoromethoxy)phenyl)nicotinamide (Stage 35.1, 300 mg, 0.672 mmol) and 2-chloro-3-fluoro-5-(4,4,5,5-tetramethyl-1,3,2-dioxaborolan-2-yl)pyridine (346 mg, 1.345 mmol) were dissolved in DME (2.7 mL). A solution of 2 M NaHCO3 (1.01 mL, 2.03 mmol) was added, the RM was flushed with argon and Pd(PPh3)2Cl2 (56.6 mg, 0.081 mmol) was added. The RM was stirred under argon at 95° C. for 2 h in a capped pressure safe tube. After cooling to RT, the RM was di... Reactants: COc1ccc(S(=O)(=O)c2oc3ccccc3c2O)nn1, Cl, C1COCCO1. The product is O=c1ccc(S(=O)(=O)c2oc3ccccc3c2O)n[nH]1. RXN SMILES: [CH3:1][O:2][c:3]1[n:4][n:5][c:6]([S:9](=[O:10])(=[O:11])[c:12]2[o:13][c:14]3[c:15]([c:16]2[OH:17])[cH:18][cH:19][cH:20][cH:21]3)[cH:7][cH:8]1.[ClH:22].[O:23]1[CH2:24][CH2:25][O:26][CH2:27][CH2:28]1>>[O:2]=[c:3]1[nH:4][n:5][c:6]([S:9](=[O:10])(=[O:11])[c:12]2[o:13][c:14]3[c:15]([c:16]2[OH:17])[cH:18][cH:19][cH:20][cH:21]3)[cH:7][cH:8]1. Reactants: BrC1=CC=C(C=C1)OC(F)(F)F (4-bromo-trifluoromethoxybenzene), C([O-])([O-])=O.[Na+].[Na+] (sodium carbonate), C(C)(C)[Si](OCC=1SC(=CC1C)B1OC(C(O1)(C)C)(C)C)(C(C)C)C(C)C (triisopropyl{[3-methyl-5-(4,4,5,5-tetramethyl-1,3,2-dioxaborolan-2-yl)thien-2-yl]methoxy}silane), C(C)(C)[Si](OCC=1SC(=CC1C)B1OC(C(O1)(C)C)(C)C)(C(C)C)C(C)C (triisopropyl{[3-methyl-5-(4,4,5,5-tetramethyl-1,3,2-dioxaborolan-2-yl)thien-2-yl]methoxy}silane). The reagents and catalysts are C=1C=CC(=CC1)[P](C=2C=CC=CC2)(C=3C=CC=CC3)[Pd]([P](C=4C=CC=CC4)(C=5C=CC=CC5)C=6C=CC=CC6)([P](C=7C=CC=CC7)(C=8C=CC=CC8)C=9C=CC=CC9)[P](C=1C=CC=CC1)(C=1C=CC=CC1)C=1C=CC=CC1 (tetrakis(triphenylphosphine)palladium). The solvent is COCCOC (1,2-dimethoxyethane), O (water). Product: C(C)(C)[Si](OCC=1SC(=CC1C)C1=CC=C(C=C1)OC(F)(F)F)(C(C)C)C(C)C (triisopropyl({3-methyl-5-[4-(trifluoromethoxy)phenyl]thien-2-yl}methoxy)silane). As a reaction SMILES: [CH:1]([Si:4]([CH:25]([CH3:27])[CH3:26])([CH:22]([CH3:24])[CH3:23])[O:5][CH2:6][C:7]1[S:8][C:9](B2OC(C)(C)C(C)(C)O2)=[CH:10][C:11]=1[CH3:12])([CH3:3])[CH3:2].Br[C:29]1[CH:34]=[CH:33][C:32]([O:35][C:36]([F:39])([F:38])[F:37])=[CH:31][CH:30]=1.C(=O)([O-])[O-].[Na+].[Na+]>COCCOC.O.C1C=CC([P]([Pd]([P](C2C=CC=CC=2)(C2C=CC=CC=2)C2C=CC=CC=2)([P](C2C=CC=CC=2)(C2C=CC=CC=2)C2C=CC=CC=2)[P](C2C=CC=CC=2)(C2C=CC=CC=2)C2C=CC=CC=2)(C2C=CC=CC=2)C2C=CC=CC=2)=CC=1>[CH:1]([Si:4]([CH:22]([CH3:24])[CH3:23])([CH:25]([CH3:27])[CH3:26])[O:5][CH2:6][C:7]1[S:8][C:9]([C:29]2[CH:30]=[CH:31][C:32]([O:35][C:36]([F:37])([F:38])[F:39])=[CH:33][CH:34]=2)=[CH:10][C:11]=1[CH3:12])([CH3:2])[CH3:3] |f:2.3.4,^1:56,58,77,96|. Reported procedure: A mixture of triisopropyl{[3-methyl-5-(4,4,5,5-tetramethyl-1,3,2-dioxaborolan-2-yl)thien-2-yl]methoxy}silane (intermediate 116, 0.40 g) in 1,2-dimethoxyethane (12 ml) and water (6 ml) was treated with 4-bromo-trifluoromethoxybenzene (0.26 g), sodium carbonate (0.26 g) and tetrakis(triphenylphosphine)palladium (0) (0.120 g). The reaction mixture was stirred at reflux for 2 hours and then partitioned between water and ethyl acetate. The aqueous layer was separated and extracted with further ethyl ... Reactants: [Al+3], COc1cc(C(=O)N(C)OC)ccc1C(F)(F)F, [H-], [H-], [H-], [H-], [Li+], [Na+], C1CCOC1, [OH-]. Yields the product COc1cc(C=O)ccc1C(F)(F)F. RXN SMILES: [Al+3:20].[CH3:1][O:2][c:3]1[cH:4][c:5]([C:6](=[O:7])[N:8]([O:9][CH3:10])[CH3:11])[cH:12][cH:13][c:14]1[C:15]([F:16])([F:17])[F:18].[H-:19].[H-:22].[H-:23].[H-:24].[Li+:21].[Na+:26].[O:27]1[CH2:28][CH2:29][CH2:30][CH2:31]1.[OH-:25]>>[CH3:1][O:2][c:3]1[cH:4][c:5]([CH:6]=[O:7])[cH:12][cH:13][c:14]1[C:15]([F:16])([F:17])[F:18]. As a reaction SMILES: [C:1]([O:2][C:3](=[O:4])[N:8]([CH2:9][CH2:10][O:11][c:12]1[cH:13][c:14]([C:15](=[O:16])[N:17]([CH2:18][CH2:19][CH2:20][C:21](=[O:22])[OH:23])[CH:24]2[CH2:25][CH2:26][CH2:27][CH2:28]2)[cH:29][c:30]([Cl:32])[cH:31]1)[c:33]1[cH:34][cH:35][n:36][cH:37][cH:38]1)([CH3:5])([CH3:6])[CH3:7].[OH:39][C:40]([C:41]([F:42])([F:43])[F:44])=[O:45]>>[NH:8]([CH2:9][CH2:10][O:11][c:12]1[cH:13][c:14]([C:15](=[O:16])[N:17]([CH2:18][CH2:19][CH2:20][C:21](=[O:22])[OH:23])[CH:24]2[CH2:25][CH2:26][CH2:27][CH2:28]2)[cH:29][c:30]([Cl:32])[cH:31]1)[c:33]1[cH:34][cH:35][n:36][cH:37][cH:38]1. Starting materials: CC(C)(C)OC(=O)N(CCOc1cc(Cl)cc(C(=O)N(CCCC(=O)O)C2CCCC2)c1)c1ccncc1, O=C(O)C(F)(F)F. Yields the product O=C(O)CCCN(C(=O)c1cc(Cl)cc(OCCNc2ccncc2)c1)C1CCCC1. Reactants: P(=O)(Cl)(Cl)Cl (phosphorus oxychloride), C(O)([O-])=O.[Na+] (sodium hydrogen carbonate), FC=1C=C(C=CC1)N1N=C(C=C1)C (1-(3-fluoro-phenyl)-3-methyl-1H-pyrazole), CN(C=O)C (dimethylformamide). Conditions: temperature 95 celsius. Product: FC=1C=C(C=CC1)N1N=C(C(=C1)C=O)C (1-(3-fluoro-phenyl)-3-methyl-1H-pyrazole-4-carbaldehyde). RXN SMILES: P(Cl)(Cl)(Cl)=O.[F:6][C:7]1[CH:8]=[C:9]([N:13]2[CH:17]=[CH:16][C:15]([CH3:18])=[N:14]2)[CH:10]=[CH:11][CH:12]=1.CN(C)[CH:21]=[O:22].C(=O)([O-])O.[Na+]>>[F:6][C:7]1[CH:8]=[C:9]([N:13]2[CH:17]=[C:16]([CH:21]=[O:22])[C:15]([CH3:18])=[N:14]2)[CH:10]=[CH:11][CH:12]=1 |f:3.4|. Reported procedure: Add phosphorus oxychloride (20.8 mL, 34.3 g, 223.7 mmol) dropwise with stirring at 95° C. under nitrogen to 1-(3-fluoro-phenyl)-3-methyl-1H-pyrazole (4.38 g, 24.86 mmol) in dimethylformamide (19.2 mL, 18.17 g, 248.6 mmol). Heat at 95° C. for 15 hr., cool to room temperature, pour over ice and neutralize with sodium hydrogen carbonate. Extract the aqueous solution with ethyl acetate (2×150 mL), dry (magnesium sulfate), filter, and pass through an SCX-2 column. Evaporate the solvent to give 1-(3-f...